From a dataset of the Open Reaction Database (ORD), a public repository of structured organic reaction records. describe an organic reaction: reactants, conditions, products, and yield The reactants are NC1=C(C(=NC=N1)N[C@@H](C)C1=NN2C(C(N1C1=CC=CC=C1)=O)=C(C=C2)C)Br ((S)-2-(1-((6-Amino-5-bromopyrimidin-4-yl)amino)ethyl)-5-methyl-3-phenylpyrrolo[2,1-f][1,2,4]triazin-4(3H)-one), OC=1C=C(C=CC1)NC(C1=CC(=CC=C1)B1OC(C(O1)(C)C)(C)C)=O (N-(3-hydroxyphenyl)-3-(4,4,5,5-tetramethyl-1,3,2-dioxaborolan-2-yl)benzamide), C([O-])([O-])=O.[Na+].[Na+] (sodium carbonate). The solvent is O (water), C(OC)COC (dimethoxyethane). Product: NC1=NC=NC(=C1C=1C=C(C(=O)NC2=CC(=CC=C2)O)C=CC1)N[C@@H](C)C1=NN2C(C(N1C1=CC=CC=C1)=O)=C(C=C2)C ((S)-3-(4-Amino-6-((1-(5-methyl-4-oxo-3-phenyl-3,4-dihydropyrrolo[2,1-f][1,2,4]triazin-2-yl)ethyl)amino)pyrimidin-5-yl)-N-(3-hydroxyphenyl)benzamide). Yield: 16.0%. Reaction SMILES: [NH2:1][C:2]1[N:7]=[CH:6][N:5]=[C:4]([NH:8][C@H:9]([C:11]2[N:16]([C:17]3[CH:22]=[CH:21][CH:20]=[CH:19][CH:18]=3)[C:15](=[O:23])[C:14]3=[C:24]([CH3:27])[CH:25]=[CH:26][N:13]3[N:12]=2)[CH3:10])[C:3]=1Br.[OH:29][C:30]1[CH:31]=[C:32]([NH:36][C:37](=[O:53])[C:38]2[CH:43]=[CH:42][CH:41]=[C:40](B3OC(C)(C)C(C)(C)O3)[CH:39]=2)[CH:33]=[CH:34][CH:35]=1.C(=O)([O-])[O-].[Na+].[Na+]>O.C(COC)OC>[NH2:1][C:2]1[C:3]([C:40]2[CH:39]=[C:38]([CH:43]=[CH:42][CH:41]=2)[C:37]([NH:36][C:32]2[CH:33]=[CH:34][CH:35]=[C:30]([OH:29])[CH:31]=2)=[O:53])=[C:4]([NH:8][C@H:9]([C:11]2[N:16]([C:17]3[CH:22]=[CH:21][CH:20]=[CH:19][CH:18]=3)[C:15](=[O:23])[C:14]3=[C:24]([CH3:27])[CH:25]=[CH:26][N:13]3[N:12]=2)[CH3:10])[N:5]=[CH:6][N:7]=1 |f:2.3.4|. Procedure details: (S)-2-(1-((6-Amino-5-bromopyrimidin-4-yl)amino)ethyl)-5-methyl-3-phenylpyrrolo[2,1-f][1,2,4]triazin-4(3H)-one (55 mg, 0.12 mmol) was treated with N-(3-hydroxyphenyl)-3-(4,4,5,5-tetramethyl-1,3,2-dioxaborolan-2-yl)benzamide (106 mg, 0.31 mmol, prepared from 3-bromo-N-(3-hydroxyphenyl)benzamide and bis(pinacolato)diboron according to Preparation 119b), sodium carbonate (40 mg, 0.38 mmol) and 1,1′-bis(diphenylphosphino)ferrocene-palladium(II)dichloride dichloromethane complex (6 mg, 0.01 mmol) in w... The product is CCCOc1csc(NC(=O)N(C)C)c1C(N)=O. The reactants are CCCOc1csc(NC(=O)N(C)C)c1C(=O)OC, CCO, [NH4+], [OH-]. Reaction SMILES: [CH3:1][O:2][C:3](=[O:4])[c:5]1[c:6]([NH:14][C:15](=[O:16])[N:17]([CH3:18])[CH3:19])[s:7][cH:8][c:9]1[O:10][CH2:11][CH2:12][CH3:13].[CH3:22][CH2:23][OH:24].[NH4+:20].[OH-:21]>>[O:2]=[C:3]([c:5]1[c:6]([NH:14][C:15](=[O:16])[N:17]([CH3:18])[CH3:19])[s:7][cH:8][c:9]1[O:10][CH2:11][CH2:12][CH3:13])[NH2:20]. The reagents and catalysts are C=1C=CC(=CC1)/C=C/C(=O)/C=C/C2=CC=CC=C2.C=1C=CC(=CC1)/C=C/C(=O)/C=C/C2=CC=CC=C2.C=1C=CC(=CC1)/C=C/C(=O)/C=C/C2=CC=CC=C2.[Pd].[Pd] (tris(dibenzylideneacetone)dipalladium(0)). Conditions: temperature 120 celsius. Reaction SMILES: Br[C:2]1[CH:11]=[CH:10][CH:9]=[C:8]2[C:3]=1[C:4]([CH3:12])=[CH:5][N:6]=[CH:7]2.C(P(C(C)(C)C)C(C)(C)C)(C)(C)C.[C:26]([O:30][C:31]([NH:33][C@H:34]1[CH2:39][CH2:38][C@H:37]([NH2:40])[CH2:36][CH2:35]1)=[O:32])([CH3:29])([CH3:28])[CH3:27].CC(C)([O-])C.[Na+]>C1(C)C=CC=CC=1.C1C=CC(/C=C/C(/C=C/C2C=CC=CC=2)=O)=CC=1.C1C=CC(/C=C/C(/C=C/C2C=CC=CC=2)=O)=CC=1.C1C=CC(/C=C/C(/C=C/C2C=CC=CC=2)=O)=CC=1.[Pd].[Pd].C(OCC)(=O)C>[C:26]([O:30][C:31]([NH:33][C@H:34]1[CH2:35][CH2:36][C@H:37]([NH:40][C:2]2[CH:11]=[CH:10][CH:9]=[C:8]3[C:3]=2[C:4]([CH3:12])=[CH:5][N:6]=[CH:7]3)[CH2:38][CH2:39]1)=[O:32])([CH3:29])([CH3:27])[CH3:28] |f:3.4,6.7.8.9.10|. Starting materials: BrC1=C2C(=CN=CC2=CC=C1)C (5-bromo-4-methylisoquinoline), BrC1=C2C(=CN=CC2=CC=C1)C (5-bromo-4-methylisoquinoline), C(C)(C)(C)P(C(C)(C)C)C(C)(C)C (tri(tert-butyl)phosphine), C(C)(C)(C)OC(=O)N[C@@H]1CC[C@H](CC1)N (trans-N-(tert-butoxycarbonyl)-1,4-cyclohexanediamine), CC(C)([O-])C.[Na+] (sodium tert-butoxide). Product: C(C)(C)(C)OC(=O)N[C@@H]1CC[C@H](CC1)NC1=C2C(=CN=CC2=CC=C1)C (trans-N-(tert-butoxycarbonyl)-N′-(4-methyl-5-isoquinolyl)-1,4-cyclohexanediamine). Run in C(C)(=O)OCC (ethyl acetate), C1(=CC=CC=C1)C (toluene). Procedure: According to the method of Example 15, Step A, the title compound was synthesized from Intermediate 93. That is, under nitrogen atmosphere, a suspension of Intermediate 93 (1.13 g), tris(dibenzylideneacetone)dipalladium(0) (0.71 g), tri(tert-butyl)phosphine (0.5 ml), trans-N-(tert-butoxycarbonyl)-1,4-cyclohexanediamine (1.04 g) and sodium tert-butoxide (0.73 g) in toluene was stirred with heating at 120° C. for 1 hour. The reaction mixture was cooled to room temperature and added with ethyl acet... Reaction SMILES: [CH3:18][CH2:19][OH:20].[F:1][c:2]1[cH:3][c:4]([N:14]=[C:15]=[S:16])[c:5](-[c:8]2[cH:9][cH:10][cH:11][cH:12][cH:13]2)[cH:6][cH:7]1.[NH3:17]>>[F:1][c:2]1[cH:3][c:4]([NH:14][C:15](=[S:16])[NH2:17])[c:5](-[c:8]2[cH:9][cH:10][cH:11][cH:12][cH:13]2)[cH:6][cH:7]1. Starting materials: CCO, Fc1ccc(-c2ccccc2)c(N=C=S)c1, N. The product is NC(=S)Nc1cc(F)ccc1-c1ccccc1. Reactants: Cc1ccc(C(=O)O)c2ccccc12, CSc1cccc(N)c1. The reagents and catalysts are CN(C)C(=[N+](C)C)ON1C2=C(C=CC=N2)N=N1.F[P-](F)(F)(F)(F)F (HATU). The solvent is CN(C)C=O (DMF), CN(C)C=O (DMF), CN(C)C=O (DMF), CN(C)C=O (DMF), CN(C)C=O (DMF), CN(C)C=O (DMF). Run at temperature 25 celsius, time 2 hour. Product: CSc1cccc(NC(=O)c2ccc(C)c3ccccc23)c1. Isolated yield 20.8%. As a reaction SMILES: CSc1cccc(N)c1.Cc1ccc(C(=O)O)c2ccccc12.CN(C)C(=[N+](C)C)ON1C2=C(C=CC=N2)N=N1.F[P-](F)(F)(F)(F)F.CN(C)C=O>>CSc1cccc(NC(=O)c2ccc(C)c3ccccc23)c1. Starting materials: CC(C)(C)OC(=O)N1CCCC(O)C1, CCOC(=O)N=NC(=O)OCC, CN(C)C=O, c1ccc(P(c2ccccc2)c2ccccc2)cc1, Oc1ccc(-n2ccnc2)cc1. Yields the product CC(C)(C)OC(=O)N1CCCC(Oc2ccc(-n3ccnc3)cc2)C1. RXN SMILES: [C:1]([CH3:2])([CH3:3])([CH3:4])[O:5][C:6](=[O:7])[N:8]1[CH2:9][CH:10]([OH:14])[CH2:11][CH2:12][CH2:13]1.[O:46]=[C:47]([O:48][CH2:49][CH3:50])[N:51]=[N:52][C:53]([O:54][CH2:55][CH3:56])=[O:57].[O:58]=[CH:59][N:60]([CH3:61])[CH3:62].[c:27]1([P:28]([c:29]2[cH:30][cH:31][cH:32][cH:33][cH:34]2)[c:35]2[cH:36][cH:37][cH:38][cH:39][cH:40]2)[cH:41][cH:42][cH:43][cH:44][cH:45]1.[n:15]1(-[c:20]2[cH:21][cH:22][c:23]([OH:26])[cH:24][cH:25]2)[cH:16][n:17][cH:18][cH:19]1>>[C:1]([CH3:2])([CH3:3])([CH3:4])[O:5][C:6](=[O:7])[N:8]1[CH2:9][CH:10]([O:14][c:23]2[cH:22][cH:21][c:20](-[n:15]3[cH:16][n:17][cH:18][cH:19]3)[cH:25][cH:24]2)[CH2:11][CH2:12][CH2:13]1. The reactants are ClC=1C=C(C=CC1C1=CC=2C(=NC=C(C2C2=CN=C(S2)C2(CCC2)OCOC)Cl)N1)NC(CN(C)C)=O (N-(3-chloro-4-(5-chloro-4-(2-(1-(methoxymethoxy)cyclobutyl)thiazol-5-yl)-1H-pyrrolo[2,3-b]pyridin-2-yl)phenyl)-2-(dimethylamino)acetamide), ClC=1C(=C2C(=NC1)NC(=C2)C2=NOC(=N2)C2CN(CCC2)C(=O)OC(C)(C)C)C2=CN=C(S2)C2(CCC2)OCOC (tert-butyl 3-(3-(5-chloro-4-(2-(1-(methoxymethoxy)cyclobutyl)thiazol-5-yl)-1H-pyrrolo[2,3-b]pyridin-2-yl)-1,2,4-oxadiazol-5-yl)piperidine-1-carboxylate). Product: ClC=1C=C(C=CC1C1=CC=2C(=NC=C(C2C2=CN=C(S2)C2(CCC2)O)Cl)N1)NC(CN(C)C)=O (N-(3-chloro-4-(5-chloro-4-(2-(1-hydroxycyclobutyl)thiazol-5-yl)-1H-pyrrolo[2,3-b]pyridin-2-yl)phenyl)-2-(dimethylamino)acetamide). Reaction SMILES: [Cl:1][C:2]1[CH:3]=[C:4]([NH:31][C:32](=[O:37])[CH2:33][N:34]([CH3:36])[CH3:35])[CH:5]=[CH:6][C:7]=1[C:8]1[NH:30][C:11]2=[N:12][CH:13]=[C:14]([Cl:29])[C:15]([C:16]3[S:20][C:19]([C:21]4([O:25]COC)[CH2:24][CH2:23][CH2:22]4)=[N:18][CH:17]=3)=[C:10]2[CH:9]=1.ClC1C(C2SC(C3(OCOC)CCC3)=NC=2)=C2C=C(C3N=C(C4CCCN(C(OC(C)(C)C)=O)C4)ON=3)NC2=NC=1>>[Cl:1][C:2]1[CH:3]=[C:4]([NH:31][C:32](=[O:37])[CH2:33][N:34]([CH3:35])[CH3:36])[CH:5]=[CH:6][C:7]=1[C:8]1[NH:30][C:11]2=[N:12][CH:13]=[C:14]([Cl:29])[C:15]([C:16]3[S:20][C:19]([C:21]4([OH:25])[CH2:24][CH2:23][CH2:22]4)=[N:18][CH:17]=3)=[C:10]2[CH:9]=1. Procedure details: The title compound was prepared as described in Example 22E, substituting N-(3-chloro-4-(5-chloro-4-(2-(1-(methoxymethoxy)cyclobutyl)thiazol-5-yl)-1H-pyrrolo[2,3-b]pyridin-2-yl)phenyl)-2-(dimethylamino)acetamide (Example 61C) for 1 tert-butyl 3-(3-(5-chloro-4-(2-(1-(methoxymethoxy)cyclobutyl)thiazol-5-yl)-1H-pyrrolo[2,3-b]pyridin-2-yl)-1,2,4-oxadiazol-5-yl)piperidine-1-carboxylate (Example 22D). 1H NMR (400 MHz, DMSO-d6) ppm 12.45 (s, 1H) 10.10 (s, 1H) 8.38 (s, 1H) 8.23 (s, 1H) 8.06 (d, 1H) 7.73... Reactants: OCC(O)CO (glycerol), CC1=C(NC(=C1)C)\C=C\1/C(N(C2=CC=CC=C12)C(=O)Cl)=O (3-[1-(3,5-dimethyl-1H-pyrrol-2-yl)-meth-(Z)-ylidene]-2-oxo-2,3-dihydro-indole-1-carbonyl chloride). Run in N1=CC=CC=C1 (pyridine), C1CCOC1 (THF), C1CCOC1 (THF). Reaction conditions: time 2.5 hour. Yields the product OC(COC(=O)N1C(\C(\C2=CC=CC=C12)=C/C=1NC(=CC1C)C)=O)CO (3-[1-(3,5-dimethyl-1H-pyrrol-2-yl)-meth-(Z)-ylidene]-2-oxo-2,3-dihydro-indole-1-carboxylic acid 2,3-dihydroxy-propyl ester). RXN SMILES: [OH:1][CH2:2][CH:3]([CH2:5][OH:6])[OH:4].[CH3:7][C:8]1[CH:12]=[C:11]([CH3:13])[NH:10][C:9]=1/[CH:14]=[C:15]1\[C:16](=[O:27])[N:17]([C:24](Cl)=[O:25])[C:18]2[C:23]\1=[CH:22][CH:21]=[CH:20][CH:19]=2>N1C=CC=CC=1.C1COCC1>[OH:4][CH:3]([CH2:5][OH:6])[CH2:2][O:1][C:24]([N:17]1[C:18]2[C:23](=[CH:22][CH:21]=[CH:20][CH:19]=2)/[C:15](=[CH:14]/[C:9]2[NH:10][C:11]([CH3:13])=[CH:12][C:8]=2[CH3:7])/[C:16]1=[O:27])=[O:25]. Reported procedure: To the solution of glycerol (460 mg, 2.5 mmol) in 1.0 mL of pyridine and 2.0 mL of THF was added a suspention of 3-[1-(3,5-dimethyl-1H-pyrrol-2-yl)-meth-(Z)-ylidene]-2-oxo-2,3-dihydro-indole-1-carbonyl chloride in 2.0 mL of THF at 0° C. The reaction mixture was gradually warmed to room temperature, stirred for 2.5 h, and concentrated. The residue was triturated with ethyl acetate and filtered. The solid was then washed with ethyl acetate, water, ether, and dried to yield 87 mg of 3-[1-(3,5-dimet... The reactants are CN1C2CC(CC1CCC2)NC(=O)C=2C=CC=C1C2N=C(O1)C1=C(C=CC=C1)O (N-(9-methyl-9-azabicyclo[3.3.1]non-3-yl)-2-(2-hydroxyphenyl)benzoxazole-4-carboxamide), Cl (HCl). Run in C(C)OCC (diethyl ether), CO (methanol), C(C)OCC (diethyl ether). Yields the product Cl.CN1C2CC(CC1CCC2)NC(=O)C=2C=CC=C1C2N=C(O1)C1=C(C=CC=C1)O (N-(9-methyl-9-azabicyclo[3.3.1]non-3-yl)-2-(2-hydroxyphenyl)benzoxazole-4-carboxamide hydrochloride). The yield is 54.0%. Reaction SMILES: [CH3:1][N:2]1[CH:7]2[CH2:8][CH2:9][CH2:10][CH:3]1[CH2:4][CH:5]([NH:11][C:12]([C:14]1[CH:15]=[CH:16][CH:17]=[C:18]3[O:22][C:21]([C:23]4[CH:28]=[CH:27][CH:26]=[CH:25][C:24]=4[OH:29])=[N:20][C:19]=13)=[O:13])[CH2:6]2.[ClH:30]>CO.C(OCC)C>[ClH:30].[CH3:1][N:2]1[CH:3]2[CH2:10][CH2:9][CH2:8][CH:7]1[CH2:6][CH:5]([NH:11][C:12]([C:14]1[CH:15]=[CH:16][CH:17]=[C:18]3[O:22][C:21]([C:23]4[CH:28]=[CH:27][CH:26]=[CH:25][C:24]=4[OH:29])=[N:20][C:19]=13)=[O:13])[CH2:4]2 |f:4.5|. Reported procedure: To a solution of N-(9-methyl-9-azabicyclo[3.3.1]non-3-yl)-2-(2-hydroxyphenyl)benzoxazole-4-carboxamide (66 mg, 0.17 mmol) in methanol (1.0 mL) was added a solution of HCl in diethyl ether (1 N, 0.18 mL, 0.18 mmol) at room temperature slowly. The reaction mixture was diluted with diethyl ether. The resulting solid was filtered and washed with diethyl ether to afford N-(9-methyl-9-azabicyclo[3.3.1]non-3-yl)-2-(2-hydroxyphenyl)benzoxazole-4-carboxamide hydrochloride (39 mg, 54%) as a white solid: 1...